Task: describe an organic reaction: reactants, conditions, products, and yield. Dataset: the Open Reaction Database (ORD), a public repository of structured organic reaction records The reactants are C(Br)(Br)(Br)Br (carbon tetrabromide), C(C)(C)N(C(C)C)CC (N,N-diisopropylethylamine), Example 13 ( 13a ), Cl.N1CC(C1)C(=O)OC (methyl 3-azetidinecarboxylate hydrochloride), Example 1 ( 1f ), C(C)C=1C=C(SC1C1=NOC(=N1)C1=CC=C(C=C1)OC1=CC=CC=C1)CO ({4-ethyl-5-[5-(4-phenoxyphenyl)-1,2,4-oxadiazol-3-yl]-2-thienyl}methanol), C1(=CC=CC=C1)P(C1=CC=CC=C1)C1=CC=CC=C1 (triphenylphosphine). Product: crude product, C(C)C=1C=C(SC1C1=NOC(=N1)C1=CC=C(C=C1)OC1=CC=CC=C1)CN1CC(C1)C(=O)OC (Methyl 1-({4-ethyl-5-[5-(4-phenoxyphenyl)-1,2,4-oxadiazol-3-yl]-2-thienyl}methyl)azetidine-3-carboxylate). As a reaction SMILES: [CH2:1]([C:3]1[CH:4]=[C:5]([CH2:26]O)[S:6][C:7]=1[C:8]1[N:12]=[C:11]([C:13]2[CH:18]=[CH:17][C:16]([O:19][C:20]3[CH:25]=[CH:24][CH:23]=[CH:22][CH:21]=3)=[CH:15][CH:14]=2)[O:10][N:9]=1)[CH3:2].C(Br)(Br)(Br)Br.C1(P(C2C=CC=CC=2)C2C=CC=CC=2)C=CC=CC=1.Cl.[NH:53]1[CH2:56][CH:55]([C:57]([O:59][CH3:60])=[O:58])[CH2:54]1.C(N(CC)C(C)C)(C)C>>[CH2:1]([C:3]1[CH:4]=[C:5]([CH2:26][N:53]2[CH2:56][CH:55]([C:57]([O:59][CH3:60])=[O:58])[CH2:54]2)[S:6][C:7]=1[C:8]1[N:12]=[C:11]([C:13]2[CH:18]=[CH:17][C:16]([O:19][C:20]3[CH:25]=[CH:24][CH:23]=[CH:22][CH:21]=3)=[CH:15][CH:14]=2)[O:10][N:9]=1)[CH3:2] |f:3.4|. Reported procedure: The crude product of the title compound was synthesized by conducting the reaction similar to that mentioned in Example 1 (1f) using {4-ethyl-5-[5-(4-phenoxyphenyl)-1,2,4-oxadiazol-3-yl]-2-thienyl}methanol (0.17 g, 0.44 mmol) that was obtained in Example 13 (13a), carbon tetrabromide (0.19 g, 0.57 mmol), triphenylphosphine (0.15 g, 0.57 mmol), methyl 3-azetidinecarboxylate hydrochloride (0.10 g, 0.66 mmol), and N,N-diisopropylethylamine (0.23 mL, 1.3 mmol). Subsequently, the crude product of the... Starting materials: FC=1C(=NC=CC1)CO ((3-fluoropyridin-2-yl)methanol), ClC1=C(CN2C(N(S(C3=C2C=CC=C3)(=O)=O)C3=CC(=C(C=C3)OC)OC)=O)C(=CC(=C1)OC)F (4-(2-Chloro-6-fluoro-4-methoxybenzyl)-2-(3,4-dimethoxyphenyl)-2H-1,2,4-benzothiadiazin-3(4H)-one 1,1-dioxide). The product is COC=1C=C(C=CC1OC)N1S(C2=C(N(C1=O)CC1=NC=CC=C1F)C=CC=C2)(=O)=O (2-(3,4-Dimethoxyphenyl)-4-[(3-fluoropyridin-2-yl)methyl]-2H-1,2,4-benzothiadiazin-3(4H)-one 1,1-dioxide). Reaction SMILES: [F:1][C:2]1[C:3]([CH2:8]O)=[N:4][CH:5]=[CH:6][CH:7]=1.ClC1C=C(OC)C=C(F)C=1C[N:14]1[C:19]2[CH:20]=[CH:21][CH:22]=[CH:23][C:18]=2[S:17](=[O:25])(=[O:24])[N:16]([C:26]2[CH:31]=[CH:30][C:29]([O:32][CH3:33])=[C:28]([O:34][CH3:35])[CH:27]=2)[C:15]1=[O:36]>>[CH3:35][O:34][C:28]1[CH:27]=[C:26]([N:16]2[C:15](=[O:36])[N:14]([CH2:8][C:3]3[C:2]([F:1])=[CH:7][CH:6]=[CH:5][N:4]=3)[C:19]3[CH:20]=[CH:21][CH:22]=[CH:23][C:18]=3[S:17]2(=[O:24])=[O:25])[CH:31]=[CH:30][C:29]=1[O:32][CH3:33]. Reported procedure: The title compound (152 mg, 0.34 mmol) was prepared from (IntA1) (167 mg, 0.50 mmol), and (3-fluoropyridin-2-yl)methanol (95 mg, 0.75 mmol) using the methods of (113).